From a dataset of the Open Reaction Database (ORD), a public repository of structured organic reaction records. describe an organic reaction: reactants, conditions, products, and yield Reactants: C(C)OC(=O)C1=CC(=C(C=C1C)SCCC(=O)O)C (3-(4-ethoxycarbonyl-2,5-dimethylphenylthio)propionic acid), O=P12OP3(=O)OP(=O)(O1)OP(=O)(O2)O3 (P2O5), ice water. Reaction conditions: temperature 40 celsius. Product: C(C)OC(=O)C=1C(=C2C(CCSC2=C(C1)C)=O)C (6-ethoxycarbonyl-5,8-dimethylthiochroman-4-one). The yield is 86.3%. Reaction SMILES: [CH2:1]([O:3][C:4]([C:6]1[C:11]([CH3:12])=[CH:10][C:9]([S:13][CH2:14][CH2:15][C:16]([OH:18])=O)=[C:8]([CH3:19])[CH:7]=1)=[O:5])[CH3:2].O=P12OP3(OP(OP(O3)(O1)=O)(=O)O2)=O>>[CH2:1]([O:3][C:4]([C:6]1[C:11]([CH3:12])=[C:10]2[C:9](=[C:8]([CH3:19])[CH:7]=1)[S:13][CH2:14][CH2:15][C:16]2=[O:18])=[O:5])[CH3:2]. Procedure: 21.5 Grams (64 mmol) of 3-(4-ethoxycarbonyl-2,5-dimethylphenylthio)propionic acid was added to 100 g of a 20 wt % P2O5 -containing polyphosphoric acid at room temperature, and then the mixture was stirred under heat at 40° C. for 2 hours. After allowed to cool, the reaction mixture was gradually added to ice water and extracted with ethyl acetate, and an organic layer was washed with a 1 wt % sodium carbonate aqueous solution twice, with water twice and with a saturated sodium chloride aqueous s... Conditions: time 1 hour. Product: C(N)(=O)N(C1=C(C=CC=C1[N+](=O)[O-])C)C1=NC=2CCCCC2C(=N1)C(F)(F)F (2-[N-carbamoyl-N-(2-methyl-6-nitrophenyl)-amino]-5,6,7,8-tetrahydro-4-trifluoromethyl-quinazoline). Run in C(C)(=O)OCC (ethyl acetate), C(C)(=O)OCC (ethyl acetate). RXN SMILES: ClS([N:5]=[C:6]=[O:7])(=O)=O.[CH3:8][C:9]1[CH:14]=[CH:13][CH:12]=[C:11]([N+:15]([O-:17])=[O:16])[C:10]=1[NH:18][C:19]1[N:28]=[C:27]([C:29]([F:32])([F:31])[F:30])[C:26]2[CH2:25][CH2:24][CH2:23][CH2:22][C:21]=2[N:20]=1.O>C(OCC)(=O)C>[C:6]([N:18]([C:19]1[N:28]=[C:27]([C:29]([F:32])([F:31])[F:30])[C:26]2[CH2:25][CH2:24][CH2:23][CH2:22][C:21]=2[N:20]=1)[C:10]1[C:11]([N+:15]([O-:17])=[O:16])=[CH:12][CH:13]=[CH:14][C:9]=1[CH3:8])(=[O:7])[NH2:5]. Procedure: 2.2 ml of chlorosulfonyl isocyanate are added at 3° C. to a solution of 7.0 g of 2-(2-methyl-6-nitrophenylamino)-5,6,7,8-tetrahydro-4-trifluoromethyl-quinazoline in 100 ml of ethyl acetate. The whole is stirred for one hour while cooling on an ice-bath, and subsequently 50 ml of ethyl acetate and 30 ml of water are added. The organic phase is separated off, washed with brine, dried and concentrated in vacuo. The residue is triturated with hexane, the product crystallising out. 7.8 g of the title... Reactants: O (water), ClS(=O)(=O)N=C=O (chlorosulfonyl isocyanate), CC1=C(C(=CC=C1)[N+](=O)[O-])NC1=NC=2CCCCC2C(=N1)C(F)(F)F (2-(2-methyl-6-nitrophenylamino)-5,6,7,8-tetrahydro-4-trifluoromethyl-quinazoline). Starting materials: CS(=O)(=O)Cl (methanesulfonyl chloride), C(C)(C)(C)OC(=O)N1CC(C(C1)OC)O (1-t-butoxycarbonyl-3-hydroxy-4-methoxypyrrolidine), O (water). Solvent: N1=CC=CC=C1 (pyridine). Conditions: time 8 hour. Product: C(C)(C)(C)OC(=O)N1CC(C(C1)OS(=O)(=O)C)O (1-t-butoxycarbonyl-3-hydroxy-4-methanesulfonyloxypyrrolidine). Isolated yield 76.4%. As a reaction SMILES: [CH3:1][S:2](Cl)(=[O:4])=[O:3].[C:6]([O:10][C:11]([N:13]1[CH2:17][CH:16]([O:18]C)[CH:15]([OH:20])[CH2:14]1)=[O:12])([CH3:9])([CH3:8])[CH3:7].O>N1C=CC=CC=1>[C:6]([O:10][C:11]([N:13]1[CH2:17][CH:16]([O:18][S:2]([CH3:1])(=[O:4])=[O:3])[CH:15]([OH:20])[CH2:14]1)=[O:12])([CH3:9])([CH3:8])[CH3:7]. Procedure: 11.5 g (0.1 mole) of methanesulfonyl chloride were added dropwise, whilst ice-cooling to a solution of 13.0 g (0.06 mole) of 1-t-butoxycarbonyl-3-hydroxy-4-methoxypyrrolidine [prepared as described in Step (c) above] in 100 ml of pyridine, and the mixture was stirred overnight whilst ice-cooling. The reaction mixture was then poured into 800 ml of water and extracted with diethyl ether. The extract was washed with water and dried, and the solvent was removed by evaporation under reduced pressure...